This data is from the Open Reaction Database (ORD), a public repository of structured organic reaction records. The task is: describe an organic reaction: reactants, conditions, products, and yield Starting materials: BrC1=C(C=CC=C1)C1=CC(=CC=C1)C1=NN=NN1 (5-(2′-bromo-biphenyl-3-yl)-1H-tetrazole), C(C1=CC=CC=C1)OC1=C(C=C(C=C1)Cl)B(O)O (2-benzyloxy-5-chlorobenzeneboronic acid), C([O-])([O-])=O.[K+].[K+] (potassium carbonate), C1(=CC=CC=C1)C.C(C)O (toluene ethanol). The reagents and catalysts are C=1C=CC(=CC1)[P](C=2C=CC=CC2)(C=3C=CC=CC3)[Pd]([P](C=4C=CC=CC4)(C=5C=CC=CC5)C=6C=CC=CC6)([P](C=7C=CC=CC7)(C=8C=CC=CC8)C=9C=CC=CC9)[P](C=1C=CC=CC1)(C=1C=CC=CC1)C=1C=CC=CC1 (tetrakis(triphenylphosphine)palladium(0)). Solvent: ClCCl (dichloromethane), O (water). Product: C(C1=CC=CC=C1)OC1=C(C=C(C=C1)Cl)C=1C(=CC=CC1)C1=CC(=CC=C1)C1=NN=NN1 (5-(2-Benzyloxy-5-chloro-[1,1′;2′,1″]terphenyl-3″-yl)-1H-tetrazole). Reaction SMILES: Br[C:2]1[CH:7]=[CH:6][CH:5]=[CH:4][C:3]=1[C:8]1[CH:13]=[CH:12][CH:11]=[C:10]([C:14]2[NH:18][N:17]=[N:16][N:15]=2)[CH:9]=1.[CH2:19]([O:26][C:27]1[CH:32]=[CH:31][C:30]([Cl:33])=[CH:29][C:28]=1B(O)O)[C:20]1[CH:25]=[CH:24][CH:23]=[CH:22][CH:21]=1.C(=O)([O-])[O-].[K+].[K+].C1(C)C=CC=CC=1.C(O)C>ClCCl.O.C1C=CC([P]([Pd]([P](C2C=CC=CC=2)(C2C=CC=CC=2)C2C=CC=CC=2)([P](C2C=CC=CC=2)(C2C=CC=CC=2)C2C=CC=CC=2)[P](C2C=CC=CC=2)(C2C=CC=CC=2)C2C=CC=CC=2)(C2C=CC=CC=2)C2C=CC=CC=2)=CC=1>[CH2:19]([O:26][C:27]1[CH:28]=[CH:29][C:30]([Cl:33])=[CH:31][C:32]=1[C:2]1[C:3]([C:8]2[CH:13]=[CH:12][CH:11]=[C:10]([C:14]3[NH:18][N:17]=[N:16][N:15]=3)[CH:9]=2)=[CH:4][CH:5]=[CH:6][CH:7]=1)[C:20]1[CH:21]=[CH:22][CH:23]=[CH:24][CH:25]=1 |f:2.3.4,5.6,^1:60,62,81,100|. Procedure details: A mixture of 5-(2′-bromo-biphenyl-3-yl)-1H-tetrazole (163 mg, 0.54 mmol), 2-benzyloxy-5-chlorobenzeneboronic acid (156 mg, 0.59 mmol), potassium carbonate (589 mg, 4.33 mmol), and tetrakis(triphenylphosphine)palladium(0) (63 mg, 0.05 mmol) in 1.1 toluene/ethanol (5 ml) was stirred and heated under nitrogen for 16 hours. After cooling the mixture was diluted with dichloromethane and water. The organic phase was dried and evaporated. Reactants: CI (methyl iodide), C(#N)[BH3-].[Na+] (sodium cyanoborohydride), C([O-])([O-])=O.[K+].[K+] (potassium carbonate), COC(CC1=CC=C(C=C1)C#CC1=CC=2C(CCC(C2C(=C1)OCOCC[Si](C)(C)C)=O)(C)C)=O ({4-[8,8-dimethyl-5-oxo-4-(2-trimethylsilanyl-ethoxymethoxy)-5,6,7,8-tetrahydro-naphthalen-2-ylethynyl]-phenyl}-acetic acid methyl ester), COC(CC1=CC=C(C=C1)C#CC1=CC=2C(CCC(C2C(=C1)OCOCC[Si](C)(C)C)=O)(C)C)=O ({4-[8,8-dimethyl-5-oxo-4-(2-trimethylsilanyl-ethoxymethoxy)-5,6,7,8-tetrahydro-naphthalen-2-ylethynyl]-phenyl}-acetic acid methyl ester), C1(CC1)N (cyclopropyl amine). The solvent is O (water), C([O-])([O-])=O.[Na+].[Na+] (sodium carbonate), C(C)(=O)O (acetic acid), ClCCl (dichloromethane), C(C)#N (acetonitrile). Conditions: time 5 minute. Yields the product COC(CC1=CC=C(C=C1)C#CC1=CC=2C(CCC(C2C(=C1)OCOCC[Si](C)(C)C)N(C)C1CC1)(C)C)=O ({4-[5-(Cyclopropyl-methyl-amino)-8,8-dimethyl-4-(2-trimethylsilanyl-ethoxymethoxy)-5,6,7,8-tetrahydro-naphthalen-2-ylethynyl]-phenyl}-acetic acid methyl ester). Yield: 59.5%. Reaction SMILES: [CH3:1][O:2][C:3](=[O:35])[CH2:4][C:5]1[CH:10]=[CH:9][C:8]([C:11]#[C:12][C:13]2[CH:22]=[C:21]([O:23][CH2:24][O:25][CH2:26][CH2:27][Si:28]([CH3:31])([CH3:30])[CH3:29])[C:20]3[C:19](=O)[CH2:18][CH2:17][C:16]([CH3:34])([CH3:33])[C:15]=3[CH:14]=2)=[CH:7][CH:6]=1.[CH:36]1([NH2:39])[CH2:38][CH2:37]1.[C:40]([BH3-])#N.[Na+].C(=O)([O-])[O-].[K+].[K+].CI>ClCCl.C(#N)C.O.C(=O)([O-])[O-].[Na+].[Na+].C(O)(=O)C>[CH3:1][O:2][C:3](=[O:35])[CH2:4][C:5]1[CH:6]=[CH:7][C:8]([C:11]#[C:12][C:13]2[CH:22]=[C:21]([O:23][CH2:24][O:25][CH2:26][CH2:27][Si:28]([CH3:30])([CH3:31])[CH3:29])[C:20]3[CH:19]([N:39]([CH:36]4[CH2:38][CH2:37]4)[CH3:40])[CH2:18][CH2:17][C:16]([CH3:34])([CH3:33])[C:15]=3[CH:14]=2)=[CH:9][CH:10]=1 |f:2.3,4.5.6,11.12.13|. Procedure details: A solution of {4-[8,8-dimethyl-5-oxo-4-(2-trimethylsilanyl-ethoxymethoxy)-5,6,7,8-tetrahydro-naphthalen-2-ylethynyl]-phenyl}-acetic acid methyl ester (Intermediate 74, 0.905 g, 1.84 mmol) in dichloromethane (8 mL) and acetonitrile (4 mL) was treated with cyclopropyl amine (4 mL, 57.8 mmol). After 5 minutes, acetic acid (4 mL) was added followed by sodium cyanoborohydride (0.46 g, 7.32 mmol). The reaction mixture was stirred overnight at ambient temperature. It was then diluted with water and sat...